From a dataset of the Open Reaction Database (ORD), a public repository of structured organic reaction records. describe an organic reaction: reactants, conditions, products, and yield Starting materials: ClC1=C(C(=O)NCCCN2C(CCC2)=O)C=C(C(=C1)N1CCN(CC1)C1=C(C=CC=C1)C)[N+](=O)[O-] (2-Chloro-5-nitro-N-[3-(2-oxo-pyrrolidin-1-yl)-propyl]-4-(4-o-tolyl-piperazin-1-yl)-benzamide), C1(CCCCC1)P(C1CCCCC1)C1CCCCC1 (tricyclohexylphosphine), [O-]P(=O)([O-])[O-].[K+].[K+].[K+] (potassium phosphate tribasic), C1(CC1)B(O)O (cyclopropylboronic acid). The reagents and catalysts are C(C)(=O)[O-].[Pd+2].C(C)(=O)[O-] (palladium(II) acetate). The solvent is C1(=CC=CC=C1)C (toluene), O (water), ClCCl (dichloromethane), ClCCl (dichloromethane), CO (methanol), O (water), C(C)(=O)OCC (ethyl acetate). Conditions: temperature 100 celsius. Yields the product C1(CC1)C1=C(C(=O)NCCCN2C(CCC2)=O)C=C(C(=C1)N1CCN(CC1)C1=C(C=CC=C1)C)[N+](=O)[O-] (2-cyclopropyl-5-nitro-N-[3-(2-oxo-pyrrolidin-1-yl)-propyl]-4-(4-o-tolyl-piperazin-1-yl)-benzamide). The yield is 80.0%. As a reaction SMILES: Cl[C:2]1[CH:19]=[C:18]([N:20]2[CH2:25][CH2:24][N:23]([C:26]3[CH:31]=[CH:30][CH:29]=[CH:28][C:27]=3[CH3:32])[CH2:22][CH2:21]2)[C:17]([N+:33]([O-:35])=[O:34])=[CH:16][C:3]=1[C:4]([NH:6][CH2:7][CH2:8][CH2:9][N:10]1[CH2:14][CH2:13][CH2:12][C:11]1=[O:15])=[O:5].[O-]P([O-])([O-])=O.[K+].[K+].[K+].[CH:44]1(B(O)O)[CH2:46][CH2:45]1.C1(P(C2CCCCC2)C2CCCCC2)CCCCC1>C1(C)C=CC=CC=1.O.C(OCC)(=O)C.ClCCl.C([O-])(=O)C.[Pd+2].C([O-])(=O)C.CO>[CH:44]1([C:2]2[CH:19]=[C:18]([N:20]3[CH2:25][CH2:24][N:23]([C:26]4[CH:31]=[CH:30][CH:29]=[CH:28][C:27]=4[CH3:32])[CH2:22][CH2:21]3)[C:17]([N+:33]([O-:35])=[O:34])=[CH:16][C:3]=2[C:4]([NH:6][CH2:7][CH2:8][CH2:9][N:10]2[CH2:14][CH2:13][CH2:12][C:11]2=[O:15])=[O:5])[CH2:46][CH2:45]1 |f:1.2.3.4,11.12.13|. Procedure details: 2-Chloro-5-nitro-N-[3-(2-oxo-pyrrolidin-1-yl)-propyl]-4-(4-o-tolyl-piperazin-1-yl)-benzamide 1f (200.0 mg, 0.40 mmol, 100 mol %), potassium phosphate tribasic (169.8 mg, 0.80 mmol, 200 mol %), cyclopropylboronic acid (41.2 mg, 0.48 mmol, 120 mol %), tricyclohexylphosphine (11.2 mg, 0.04 mmol, 10 mol %), and palladium(II) acetate (4.5 mg, 0.02 mmol, 5 mol %) were combined in de-gassed toluene (4.0 ml) and 200 mL of water was added. The vessel was sealed and heated to 100° C. for 3 h and then the ... The product is CC(=O)OC1CSC(Oc2cncc(-c3ccc(F)c(C#N)c3)c2)C(OC(C)=O)C1OC(C)=O. Reactants: CC(=O)OC1CSC(Oc2cncc(Br)c2)C(OC(C)=O)C1OC(C)=O, N#Cc1cc(B(O)O)ccc1F. Reaction SMILES: [C:1]([CH3:2])(=[O:3])[O:4][CH:5]1[CH:6]([O:7][c:8]2[cH:9][n:10][cH:11][c:12]([Br:14])[cH:13]2)[S:15][CH2:16][CH:17]([O:23][C:24]([CH3:25])=[O:26])[CH:18]1[O:19][C:20]([CH3:21])=[O:22].[C:27](#[N:28])[c:29]1[cH:30][c:31]([B:36]([OH:37])[OH:38])[cH:32][cH:33][c:34]1[F:35]>>[C:1]([CH3:2])(=[O:3])[O:4][CH:5]1[CH:6]([O:7][c:8]2[cH:9][n:10][cH:11][c:12](-[c:31]3[cH:30][c:29]([C:27]#[N:28])[c:34]([F:35])[cH:33][cH:32]3)[cH:13]2)[S:15][CH2:16][CH:17]([O:23][C:24]([CH3:25])=[O:26])[CH:18]1[O:19][C:20]([CH3:21])=[O:22]. Reactants: BrCC1=CC=C2C(=CC=NC2=C1)Cl (7-bromomethyl-4-chloroquinoline), [I-] (iodide), [H-].[Na+] (sodium hydride), C(C1=CC=CC=C1)OC(=O)N1[C@H](C(NCC1)=O)C (4-(Benzyloxycarbonyl)-3-(S)-methylpiperazin-2-one). The solvent is C1CCOC1 (THF), C1CCOC1 (THF). Reaction conditions: temperature 0 celsius, time 30 minute. The product is C(C1=CC=CC=C1)OC(=O)N1[C@H](C(N(CC1)CC1=CC=C2C(=CC=NC2=C1)Cl)=O)C (4-(Benzyloxycarbonyl)-1-(4-chloroquinolin-7-ylmethyl)-3-(S)-methyl-piperazin-2-one). Isolated yield 77.5%. RXN SMILES: [CH2:1]([O:8][C:9]([N:11]1[CH2:16][CH2:15][NH:14][C:13](=[O:17])[C@@H:12]1[CH3:18])=[O:10])[C:2]1[CH:7]=[CH:6][CH:5]=[CH:4][CH:3]=1.[I-].[H-].[Na+].Br[CH2:23][C:24]1[CH:33]=[C:32]2[C:27]([C:28]([Cl:34])=[CH:29][CH:30]=[N:31]2)=[CH:26][CH:25]=1>C1COCC1>[CH2:1]([O:8][C:9]([N:11]1[CH2:16][CH2:15][N:14]([CH2:23][C:24]2[CH:33]=[C:32]3[C:27]([C:28]([Cl:34])=[CH:29][CH:30]=[N:31]3)=[CH:26][CH:25]=2)[C:13](=[O:17])[C@@H:12]1[CH3:18])=[O:10])[C:2]1[CH:3]=[CH:4][CH:5]=[CH:6][CH:7]=1 |f:2.3|. Procedure details: 4-(Benzyloxycarbonyl)-3-(S)-methylpiperazin-2-one (1.0 g, 4.0 mmol), EXAMPLE 46, is dissolved in THF (60 mL), cooled in an ice bath and treated with tretrabutylammonium iodide (0.10 g, 0.27 mmol) and 60% sodium hydride (0.18 g, 4.4 mmol). The reaction mixture is stirred at 0° C. for 30 minutes then treated dropwise with a solution of 7-bromomethyl-4-chloroquinoline (1.12 g, 4.4 mmol), EXAMPLE 14, in THF (5 mL). The resulting solution warmed to room temperature over approximately 1 h then quenche... The reactants are O=C([O-])O, CC(CO)C1CC=C2C3=C(CCC21C)C1(C)CCC(O)C(C)(C)C1CC3, ClCCl, [Na+]. Product: CC(C=O)C1CC=C2C3=C(CCC21C)C1(C)CCC(O)C(C)(C)C1CC3. As a reaction SMILES: [C:27](=[O:28])([OH:29])[O-:30].[CH3:1][C:2]1([CH3:26])[CH:3]2[CH2:4][CH2:5][C:6]3=[C:18]([CH2:17][CH2:16][C:15]4([CH3:25])[C:7]3=[CH:8][CH2:9][CH:10]4[CH:11]([CH2:12][OH:13])[CH3:14])[C:19]2([CH3:24])[CH2:20][CH2:21][CH:22]1[OH:23].[Cl:32][CH2:33][Cl:34].[Na+:31]>>[CH3:1][C:2]1([CH3:26])[CH:3]2[CH2:4][CH2:5][C:6]3=[C:18]([CH2:17][CH2:16][C:15]4([CH3:25])[C:7]3=[CH:8][CH2:9][CH:10]4[CH:11]([CH:12]=[O:13])[CH3:14])[C:19]2([CH3:24])[CH2:20][CH2:21][CH:22]1[OH:23].